From a dataset of the Open Reaction Database (ORD), a public repository of structured organic reaction records. describe an organic reaction: reactants, conditions, products, and yield Starting materials: C=1(C(=CC=CC1O)C)C(=O)[O-].[K+] (potassium 3-cresolate), ClC=1C=C(C=CC1Cl)C(F)(F)F (3,4-dichlorobenzotrifluoride), C([O-])([O-])=O.[K+].[K+] (potassium carbonate), CS(=O)C (dimethylsulfoxide). Run in O (water), CCOCC (ether). Product: 120, ClC1=C(OC=2C=C(C=CC2)C)C=CC(=C1)C(F)(F)F (3-(2'-chloro-4'-trifluoromethylphenoxy)-toluene). Yield: 84.0%. RXN SMILES: [C:1]1(C([O-])=O)[C:2]([CH3:8])=[CH:3][CH:4]=[CH:5][C:6]=1[OH:7].[K+].[Cl:13][C:14]1[CH:15]=[C:16]([C:21]([F:24])([F:23])[F:22])[CH:17]=[CH:18][C:19]=1Cl.C(=O)([O-])[O-].[K+].[K+].CS(C)=O>CCOCC.O>[Cl:13][C:14]1[CH:15]=[C:16]([C:21]([F:22])([F:23])[F:24])[CH:17]=[CH:18][C:19]=1[O:7][C:6]1[CH:1]=[C:2]([CH3:8])[CH:3]=[CH:4][CH:5]=1 |f:0.1,3.4.5|. Procedure: 73 parts by weight of potassium 3-cresolate, 107 parts by weight of 3,4-dichlorobenzotrifluoride and 6.9 parts by weight of potassium carbonate in 500 parts by volume of dimethylsulfoxide were stirred at 140° C. for 8 hours. The reaction mixture was cooled to room temperature and was poured into 2,000 parts by volume of water. The oily residue was taken up in ether, and the organic phase was dried with magnesium sulfate, filtered, and concentrated under reduced pressure. Fractional distillation ... Starting materials: Cl (HCl), BrC1=CN=C(S1)C1(CCC2(OCCO2)CC1)O (8-(5-bromo-1,3-thiazol-2-yl)-1,4-dioxaspiro[4.5]decan-8-ol), [OH-].[Na+] (NaOH). Solvent: CCOC(=O)C (EtOAc), C1CCOC1 (THF). Run at temperature 60 celsius, time 3 hour. Yields the product BrC1=CN=C(S1)C1(CCC(CC1)=O)O (4-(5-bromo-1,3-thiazol-2-yl)-4-hydroxycyclohexanone). Yield: 87.2%. RXN SMILES: [Br:1][C:2]1[S:6][C:5]([C:7]2([OH:17])[CH2:16][CH2:15][C:10]3(OCC[O:11]3)[CH2:9][CH2:8]2)=[N:4][CH:3]=1.Cl.[OH-].[Na+]>C1COCC1.CCOC(C)=O>[Br:1][C:2]1[S:6][C:5]([C:7]2([OH:17])[CH2:8][CH2:9][C:10](=[O:11])[CH2:15][CH2:16]2)=[N:4][CH:3]=1 |f:2.3|. Procedure: The product of Step 2 (15 g, 46.8 mmol) was diluted with THF (10 mL). HCl (6 N, 78 mL) was added and stirred at 60° C. for 3 h. The reaction was cooled to RT and NaOH (6 N, 78 mL) was added. The reaction was diluted with EtOAc. The layers were separated and the aqueous layer back extracted with EtOAc (2×). The combined organic layers were dried (MgSO4) and evaporated. The residue was diluted with EtOAc to transfer and concentrated to ˜20 mL where hexanes (60 mL) was added drop wise. The slurry w... Starting materials: C(C)(C)(C)OC(NC(CC=1N=CN(C1)C(C1=CC=CC=C1)(C1=CC=CC=C1)C1=CC=CC=C1)C(N(C)OC)=O)=O ([1-(methoxy-methyl-carbamoyl)-2-(1-trityl-1H-imidazol-4-yl)-ethyl]-carbamic acid tert-butyl ester), C(=O)([O-])C(O)C(O)C(=O)[O-].[K+].[Na+] (sodium potassium tartrate), [H-].[Al+3].[Li+].[H-].[H-].[H-] (lithium aluminum hydride), CC(OCC)=O (EA). Solvent: C1CCOC1 (THF), C1CCOC1 (THF). Yields the product C(C)(C)(C)OC(NC(CC=1N=CN(C1)C(C1=CC=CC=C1)(C1=CC=CC=C1)C1=CC=CC=C1)C=O)=O ([1-Formyl-2-(1-trityl-1H-imidazol-4-yl)-ethyl]-carbamic acid tert-butyl ester). Isolated yield 84.1%. RXN SMILES: [H-].[Al+3].[Li+].[H-].[H-].[H-].[C:7]([O:11][C:12](=[O:46])[NH:13][CH:14]([C:40](=[O:45])N(OC)C)[CH2:15][C:16]1[N:17]=[CH:18][N:19]([C:21]([C:34]2[CH:39]=[CH:38][CH:37]=[CH:36][CH:35]=2)([C:28]2[CH:33]=[CH:32][CH:31]=[CH:30][CH:29]=2)[C:22]2[CH:27]=[CH:26][CH:25]=[CH:24][CH:23]=2)[CH:20]=1)([CH3:10])([CH3:9])[CH3:8].CC(=O)OCC.C(C(C(C([O-])=O)O)O)([O-])=O.[K+].[Na+]>C1COCC1>[C:7]([O:11][C:12](=[O:46])[NH:13][CH:14]([CH:40]=[O:45])[CH2:15][C:16]1[N:17]=[CH:18][N:19]([C:21]([C:28]2[CH:29]=[CH:30][CH:31]=[CH:32][CH:33]=2)([C:22]2[CH:27]=[CH:26][CH:25]=[CH:24][CH:23]=2)[C:34]2[CH:39]=[CH:38][CH:37]=[CH:36][CH:35]=2)[CH:20]=1)([CH3:8])([CH3:10])[CH3:9] |f:0.1.2.3.4.5,8.9.10|. Procedure details: A suspension of lithium aluminum hydride (263 mg, 6.92 mmol) in THF (20 mL) was added slowly to [1-(methoxy-methyl-carbamoyl)-2-(1-trityl-1H-imidazol-4-yl)-ethyl]-carbamic acid tert-butyl ester (3.4 g, 6.3 mmol) in THF (75 mL) at −20° C. The reaction was complete (silica gel, EA, Rf 0.48) in 15 minutes. Saturated sodium potassium tartrate (10 mL) was added, and the solvent removed. Water was added and the residue extracted with Et2O. The Et2O was washed with brine, dried and filtered. Removal of... Reactants: BrC=1C=C(C(=C(C(=O)NC2CC2)C1)C)C (5-Bromo-N-cyclopropyl-2,3-dimethylbenzamide), CC1(OB(OC1(C)C)\C=C\COC)C (4,4,5,5-tetramethyl-2-[(1E)-3-(methyloxy)-1-propen-1-yl]-1,3,2-dioxaborolane), CN(C)C=O (DMF), trans-bis(triphenylphosphine) palladium(II) bromide, C(=O)([O-])[O-].[Na+].[Na+] (Na2CO3). The solvent is C(CC)O (n-PrOH), O (water). Conditions: temperature 100 celsius. Yields the product C1(CC1)NC(C1=C(C(=CC(=C1)\C=C\COC)C)C)=O (N-Cyclopropyl-5-[(1E)-3-methoxy-1-propen-1-yl]-2,3-dimethylbenzamide). RXN SMILES: Br[C:2]1[CH:3]=[C:4]([CH3:15])[C:5]([CH3:14])=[C:6]([CH:13]=1)[C:7]([NH:9][CH:10]1[CH2:12][CH2:11]1)=[O:8].CC1(C)C(C)(C)OB(/[CH:24]=[CH:25]/[CH2:26][O:27][CH3:28])O1.CN(C=O)C.C([O-])([O-])=O.[Na+].[Na+]>O.C(O)CC>[CH:10]1([NH:9][C:7](=[O:8])[C:6]2[CH:13]=[C:2](/[CH:24]=[CH:25]/[CH2:26][O:27][CH3:28])[CH:3]=[C:4]([CH3:15])[C:5]=2[CH3:14])[CH2:12][CH2:11]1 |f:3.4.5|. Reported procedure: 5-Bromo-N-cyclopropyl-2,3-dimethylbenzamide (1 eq.) from the previous step and 4,4,5,5-tetramethyl-2-[(1E)-3-(methyloxy)-1-propen-1-yl]-1,3,2-dioxaborolane (1.5 eq.) were combined in a 5:1 (v/v) mixture of DMF:n-PrOH (0.1 M). To this solution was then added trans-bis(triphenylphosphine) palladium(II) bromide (0.05 eq.) and the vessel was repeatedly evacuated and back-filled with nitrogen. Finally, 2 M aq. Na2CO3 (3 eq.) was added and the resulting biphasic suspension was heated at 100° C. for 18... Reactants: C(C)(C)(C)OC(=O)NC(CC(C)C)C1(CCC1)C1=CC=C(OCC(=O)OCC)C=C1 (ethyl 2-[4-(1-(1-(tert-butoxycarbonylamino)-3-methylbutyl)-cyclobutyl)phenoxy]-acetate), FC(C(=O)O)(F)F (trifluoroacetic acid). The solvent is C(Cl)Cl (DCM). Run at time 8 hour. Product: NC(CC(C)C)C1(CCC1)C1=CC=C(OCC(=O)OCC)C=C1 (ethyl 2-[4-(1-(1-amino-3-methylbutyl)cyclobutyl)phenoxy]acetate). As a reaction SMILES: C(OC([NH:8][CH:9]([C:14]1([C:18]2[CH:30]=[CH:29][C:21]([O:22][CH2:23][C:24]([O:26][CH2:27][CH3:28])=[O:25])=[CH:20][CH:19]=2)[CH2:17][CH2:16][CH2:15]1)[CH2:10][CH:11]([CH3:13])[CH3:12])=O)(C)(C)C.FC(F)(F)C(O)=O>C(Cl)Cl>[NH2:8][CH:9]([C:14]1([C:18]2[CH:19]=[CH:20][C:21]([O:22][CH2:23][C:24]([O:26][CH2:27][CH3:28])=[O:25])=[CH:29][CH:30]=2)[CH2:15][CH2:16][CH2:17]1)[CH2:10][CH:11]([CH3:12])[CH3:13]. Procedure: A solution of 69 (0.25 g, 0.0005 mole) in 20 mL of 1:1 mixture of DCM and trifluoroacetic acid (TFA) was stirred at room temperature for 8 hours. The progress of the reaction was monitored by TLC. The reaction mixture was concentrated under reduced pressure. The residue was diluted with DCM (50 mL), washed with brine (25 mL), dried over sodium sulfate (Na2SO4) and evaporated. The residue was purified by 0-100% gradient of ethyl acetate and hexane as eluent to give the pure amine 70 as colorless ... Reactants: C(C(=O)Cl)(=O)Cl (oxalyl chloride), CS(=O)C (dimethyl sulfoxide), ClCCl (dichloromethane), FC1=CC=C(C2=C1C=C(O2)O)F (4,7-difluoro-2-hydroxybenzofuran). Solvent: O (water), C(C)N(CC)CC (triethylamine). Run at time 3 minute. Product: FC1=CC=C(C2=C1C=C(O2)C=O)F (4,7-Difluorobenzofuran-2-carbaldehyde). RXN SMILES: [C:1](Cl)(=[O:5])[C:2](Cl)=[O:3].CS(C)=O.ClCCl.[F:14][C:15]1[C:20]2[CH:21]=C(O)O[C:19]=2[C:18]([F:25])=[CH:17][CH:16]=1>O.C(N(CC)CC)C>[F:14][C:15]1[C:20]2[CH:21]=[C:2]([CH:1]=[O:5])[O:3][C:19]=2[C:18]([F:25])=[CH:17][CH:16]=1. Procedure details: At a temperature of −78° C., 0.26 ml of oxalyl chloride was added to a mixture of 0.42 ml of dimethyl sulfoxide with 7 ml of dichloromethane, and the resulting solution was stirred at the same temperature for 3 minutes. At the same temperature, 272 mg of 4,7-difluoro-2-hydroxybenzofuran was added to the resulting mixture, and the resulting mixture was stirred for 40 minutes. After the addition of 1.2 ml of triethylamine to the reaction mixture, the temperature of the resulting mixture was raised... The reactants are C1CCOC1, COC(=O)CCOC1CCC(N(C)S(=O)(=O)c2ccc(C(F)(F)F)cc2)CC1, [K+], [Li+], [OH-], O=S(=O)([O-])O. Yields the product CN(C1CCC(OCCC(=O)O)CC1)S(=O)(=O)c1ccc(C(F)(F)F)cc1. Reaction SMILES: [CH2:37]1[O:38][CH2:39][CH2:40][CH2:41]1.[CH3:1][O:2][C:3]([CH2:4][CH2:5][O:6][CH:7]1[CH2:8][CH2:9][CH:10]([N:13]([S:14](=[O:15])(=[O:16])[c:17]2[cH:18][cH:19][c:20]([C:23]([F:24])([F:25])[F:26])[cH:21][cH:22]2)[CH3:27])[CH2:11][CH2:12]1)=[O:28].[K+:36].[Li+:30].[OH-:29].[S:31](=[O:32])(=[O:33])([OH:34])[O-:35]>>[O:2]=[C:3]([CH2:4][CH2:5][O:6][CH:7]1[CH2:8][CH2:9][CH:10]([N:13]([S:14](=[O:15])(=[O:16])[c:17]2[cH:18][cH:19][c:20]([C:23]([F:24])([F:25])[F:26])[cH:21][cH:22]2)[CH3:27])[CH2:11][CH2:12]1)[OH:28]. Reactants: C(C)NC(C1=CC(=C(C=C1)N)SC1=C(C=C(C=C1)F)F)=O (N-ethyl-4-amino-3-(2,4-difluorophenylthio)benzamide), CS(=O)(=O)Cl (methanesulfonyl chloride), [OH-].[K+] (potassium hydroxide). The solvent is CO (methanol), N1=CC=CC=C1 (pyridine). Conditions: time 8 hour. Product: C(C)NC(C1=CC(=C(C=C1)NS(=O)(=O)C)SC1=C(C=C(C=C1)F)F)=O (N-ethyl-3-(2,4-difluorophenylthio)-4-(methanesulfonamido)benzamide). Isolated yield 63.6%. RXN SMILES: [CH2:1]([NH:3][C:4](=[O:21])[C:5]1[CH:10]=[CH:9][C:8]([NH2:11])=[C:7]([S:12][C:13]2[CH:18]=[CH:17][C:16]([F:19])=[CH:15][C:14]=2[F:20])[CH:6]=1)[CH3:2].[CH3:22][S:23](Cl)(=[O:25])=[O:24].[OH-].[K+]>N1C=CC=CC=1.CO>[CH2:1]([NH:3][C:4](=[O:21])[C:5]1[CH:10]=[CH:9][C:8]([NH:11][S:23]([CH3:22])(=[O:25])=[O:24])=[C:7]([S:12][C:13]2[CH:18]=[CH:17][C:16]([F:19])=[CH:15][C:14]=2[F:20])[CH:6]=1)[CH3:2] |f:2.3|. Procedure details: A mixture of N-ethyl-4-amino-3-(2,4-difluorophenylthio)benzamide (0.84 g) and methanesulfonyl chloride (0.57 g) in pyridine (5 ml) was stirred at room temperature overnight. The reaction mixture was concentrated. The residue was dissolved in ethyl acetate, washed with dilute hydrochloric acid, dried and evaporated. The residue obtained was dissolved in methanol and treated with potassium hydroxide (0.4 g). The solution was concentrated and the residue was dissolved in water. The aqueous solution...